From a dataset of the Open Reaction Database (ORD), a public repository of structured organic reaction records. describe an organic reaction: reactants, conditions, products, and yield Reactants: CN(C)C=O, CC(C)(C)CC(=O)Cl, Cl, Nc1nc(CCl)cs1, O, c1ccncc1. Product: CC(C)(C)CC(=O)Nc1nc(CCl)cs1. As a reaction SMILES: [CH3:16][N:17]([CH3:18])[CH:19]=[O:20].[CH3:21][C:22]([CH2:23][C:24](=[O:25])[Cl:26])([CH3:27])[CH3:28].[ClH:1].[NH2:2][c:3]1[s:4][cH:5][c:6]([CH2:8][Cl:9])[n:7]1.[OH2:29].[cH:10]1[cH:11][cH:12][n:13][cH:14][cH:15]1>>[NH:2]([c:3]1[s:4][cH:5][c:6]([CH2:8][Cl:9])[n:7]1)[C:24]([CH2:23][C:22]([CH3:21])([CH3:27])[CH3:28])=[O:25]. The reactants are O=C([O-])[O-], CCO, Cl, [K+], [K+], NO, O, N#Cc1ccccn1. Yields the product N=C(NO)c1ccccn1. As a reaction SMILES: [C:9](=[O:10])([O-:11])[O-:12].[CH3:19][CH2:20][OH:21].[ClH:16].[K+:13].[K+:14].[NH2:17][OH:18].[OH2:15].[n:1]1[c:2]([C:7]#[N:8])[cH:3][cH:4][cH:5][cH:6]1>>[n:1]1[c:2]([C:7]([NH:8][OH:15])=[NH:17])[cH:3][cH:4][cH:5][cH:6]1. Starting materials: O=C([O-])[O-], Clc1cccc(Cl)c1CBr, [Cs+], [Cs+], CN(C)C=O, OCc1ccc(O)cc1. As a reaction SMILES: [C:20](=[O:21])([O-:22])[O-:23].[Cl:10][c:11]1[c:12]([CH2:13][Br:14])[c:15]([Cl:19])[cH:16][cH:17][cH:18]1.[Cs+:24].[Cs+:25].[O:26]=[CH:27][N:28]([CH3:29])[CH3:30].[OH:1][CH2:2][c:3]1[cH:4][cH:5][c:6]([OH:9])[cH:7][cH:8]1>>[OH:1][CH2:2][c:3]1[cH:4][cH:5][c:6]([O:9][CH2:13][c:12]2[c:11]([Cl:10])[cH:18][cH:17][cH:16][c:15]2[Cl:19])[cH:7][cH:8]1. The product is OCc1ccc(OCc2c(Cl)cccc2Cl)cc1. The reactants are [Li+].[OH-] (LiOH), Crude intermediate 23, C1CCOC1 (THF), Cl (hydrochloric acid). Run in CO (methanol). Reaction conditions: time 8 hour. Yields the product C1(CCCCC1)=CC(=O)O (2-Cyclohexylideneacetic acid). As a reaction SMILES: [Li+].[OH-:2].Cl.[CH2:4]1[CH2:8][O:7][CH2:6][CH2:5]1>CO>[C:4]1(=[CH:5][C:6]([OH:2])=[O:7])[CH2:8][CH2:6][CH2:5][CH2:4][CH2:8]1 |f:0.1|. Procedure details: Crude intermediate 23 was dissolved in 15 mL THF and 15 mL methanol. 30 mL aqueous 1N LiOH solution was added, and it was stirred at ambient temperature overnight. The next day, pH of the reaction system was adjusted to 1 with 6N hydrochloric acid, and the reaction mixture was extracted with ethyl acetate three times, and the ethyl acetate layers were combined and washed with water once, saturated aqueous NaCl solution once, dried over anhydrous MgSO4 for 2 hours, filtrated, and the filtrate was... Reactants: CC[C@@H]1[C@@]([C@@H]([C@H](C(=O)[C@@H](C[C@@]([C@@H]([C@H]([C@@H]([C@H](C(=O)O1)C)O[C@H]2C[C@@]([C@H]([C@@H](O2)C)O)(C)OC)C)O[C@H]3[C@@H]([C@H](C[C@H](O3)C)N(C)C)O)(C)O)C)C)O)(C)O (erythromycin A), C[C@@H]1C[C@@H]([C@H]([C@@H](O1)O[C@H]2[C@H](C[C@@]3(CO3)C(=O)[C@@H]([C@H]([C@H]([C@H](OC(=O)[C@@H]([C@H]([C@@H]2C)O[C@H]4C[C@@H]([C@H]([C@@H](O4)C)O)OC)C)C)C)O)C)C)O)N(C)C (oleandomycin). Yields the product CC[C@@H]1[C@@H]([C@@H]([C@H](C(=O)[C@@H](C[C@@]([C@@H]([C@H]([C@@H]([C@H](C(=O)O1)C)O)C)O)(C)O)C)C)O)C (erythronolide B). Reaction SMILES: [CH3:1][CH2:2][C@H:3]1[O:18][C:16](=[O:17])[C@H:15]([CH3:19])[C@@H:14]([O:20][C@@H]2O[C@@H](C)[C@H](O)[C@@](OC)(C)C2)[C@H:13]([CH3:32])[C@@H:12]([O:33][C@@H]2O[C@H](C)C[C@H](N(C)C)[C@H]2O)[C@@:11]([OH:46])([CH3:45])[CH2:10][C@@H:9]([CH3:47])[C:7](=[O:8])[C@H:6]([CH3:48])[C@@H:5]([OH:49])[C@@:4]1(O)[CH3:50].C[C@H]1O[C@@H](O[C@@H]2[C@@H](C)[C@H](O[C@@H]3O[C@@H](C)[C@H](O)[C@@H](OC)C3)[C@@H](C)C(=O)O[C@H](C)[C@H](C)[C@H](O)[C@@H](C)C(=O)[C@@]3(OC3)C[C@@H]2C)[C@H](O)[C@@H](N(C)C)C1>>[CH3:1][CH2:2][C@H:3]1[O:18][C:16](=[O:17])[C@H:15]([CH3:19])[C@@H:14]([OH:20])[C@H:13]([CH3:32])[C@@H:12]([OH:33])[C@@:11]([OH:46])([CH3:45])[CH2:10][C@@H:9]([CH3:47])[C:7](=[O:8])[C@H:6]([CH3:48])[C@@H:5]([OH:49])[C@H:4]1[CH3:50]. Procedure details: Under HPLC the peak corresponding to P 15153 has a retention time with respect to erythromycin A of 0.64 and with respect to oleandomycin of 0.99. For the above four antibiotics, which are obtained in admixture from erythronolide B, after 100 hours of fermentation and before the isolation, the total antibiotic activity, expressed as activity of erythromycin A, is about 120-150 mcg/ml. Starting materials: CCCn1cnc(CCl)c1, [K+], [K+], Nc1cc(Cl)ccc1S, O=C([O-])[O-], CN(C)C=O. The product is CCCn1cnc(CSc2ccc(Cl)cc2N)c1. RXN SMILES: [Cl:10][CH2:11][c:12]1[n:13][cH:14][n:15]([CH2:17][CH2:18][CH3:19])[cH:16]1.[K+:20].[K+:21].[NH2:1][c:2]1[c:3]([SH:9])[cH:4][cH:5][c:6]([Cl:8])[cH:7]1.[O-:22][C:23]([O-:24])=[O:25].[O:26]=[CH:27][N:28]([CH3:29])[CH3:30]>>[NH2:1][c:2]1[c:3]([S:9][CH2:11][c:12]2[n:13][cH:14][n:15]([CH2:17][CH2:18][CH3:19])[cH:16]2)[cH:4][cH:5][c:6]([Cl:8])[cH:7]1.